From a dataset of the Open Reaction Database (ORD), a public repository of structured organic reaction records. describe an organic reaction: reactants, conditions, products, and yield Starting materials: O=C1CCC(=O)N1Br, ClC(Cl)(Cl)Cl, COC(=O)c1ccc(C)c(F)c1. Yields the product COC(=O)c1ccc(CBr)c(F)c1. Reaction SMILES: [Br:13][N:14]1[C:15](=[O:16])[CH2:17][CH2:18][C:19]1=[O:20].[C:21]([Cl:22])([Cl:23])([Cl:24])[Cl:25].[CH3:1][O:2][C:3]([c:4]1[cH:5][c:6]([F:11])[c:7]([CH3:10])[cH:8][cH:9]1)=[O:12]>>[CH3:1][O:2][C:3]([c:4]1[cH:5][c:6]([F:11])[c:7]([CH2:10][Br:13])[cH:8][cH:9]1)=[O:12]. Reactants: C(C#C)C1CCN(CC1)C(=O)OC1=CC(=C(C=C1)F)F (3,4-Difluorophenyl 4-(prop-2-ynyl)piperidine-1-carboxylate), IC=1N=C(C=2N=CN([C@H]3[C@H](O)[C@H](O)[C@@H](CO)O3)C2N1)N (2-iodoadenosine). Product: FC=1C=C(OC(=O)N2CCC(CC2)CC#CC=2N=C(C=3N=CN([C@H]4[C@H](O)[C@H](O)[C@@H](CO)O4)C3N2)N)C=CC1F (2-{3-[1-((3,4-Difluoro)phenoxycarbanoyl)piperidin-4-yl]propyn-1-yl}adenosine). RXN SMILES: [CH2:1]([CH:4]1[CH2:9][CH2:8][N:7]([C:10]([O:12][C:13]2[CH:18]=[CH:17][C:16]([F:19])=[C:15]([F:20])[CH:14]=2)=[O:11])[CH2:6][CH2:5]1)[C:2]#[CH:3].I[C:22]1[N:23]=[C:24]([NH2:40])[C:25]2[N:26]=[CH:27][N:28]([C:38]=2[N:39]=1)[C@@H:29]1[O:37][C@H:34]([CH2:35][OH:36])[C@@H:32]([OH:33])[C@H:30]1[OH:31]>>[F:20][C:15]1[CH:14]=[C:13]([CH:18]=[CH:17][C:16]=1[F:19])[O:12][C:10]([N:7]1[CH2:6][CH2:5][CH:4]([CH2:1][C:2]#[C:3][C:22]2[N:23]=[C:24]([NH2:40])[C:25]3[N:26]=[CH:27][N:28]([C:38]=3[N:39]=2)[C@@H:29]2[O:37][C@H:34]([CH2:35][OH:36])[C@@H:32]([OH:33])[C@H:30]2[OH:31])[CH2:9][CH2:8]1)=[O:11]. Reported procedure: 3,4-Difluorophenyl 4-(prop-2-ynyl)piperidine-1-carboxylate (1.830 g, 6.55 mmol) was added to a solution of 2-iodoadenosine (0.611 g, 1.554 mmol) according to general procedure 2: yield 201 mg, 24%. 1H NMR (CD3OD) δ 8.30 (s, 1H), 7.25 (m, 1H), 7.12 (m, 1H), 6.96-6.89 (m, 1H), 5.93 (d, 1H, J=6.5 Hz), 4.71 (dd, 1H, J=5.1 Hz, J=6.4 Hz), 4.35-4.24 (m, 2H), 4.23-4.13 (m, 2H), 3.89 (dd, 1H, J=2.3 Hz, J=12.6 Hz), 3.74 (dd, 1H, J=2.5, J=12.6 Hz), 3.05, 2.91 (2×br t, 2H), 2.46 (d, 2H, J=6.2 Hz), 2.01-1.79...